Dataset: the Open Reaction Database (ORD), a public repository of structured organic reaction records. Task: describe an organic reaction: reactants, conditions, products, and yield Reactants: Brc1ccccc1, CC(C)(C)P(C(C)(C)C)C(C)(C)C, CC(=O)[O-], CC(=O)[O-], CC(C)(C)[O-], Cc1ccccc1, CC1(C)NN(C2C3CC4CC(C3)CC2C4)C1=O, [Na+], O, [Pd+2]. Product: CC1(C)C(=O)N(C2C3CC4CC(C3)CC2C4)N1c1ccccc1. As a reaction SMILES: [Br:37][c:38]1[cH:39][cH:40][cH:41][cH:42][cH:43]1.[C:18]([P:19]([C:20]([CH3:21])([CH3:22])[CH3:23])[C:24]([CH3:25])([CH3:26])[CH3:27])([CH3:28])([CH3:29])[CH3:30].[C:51]([O-:52])(=[O:53])[CH3:54].[C:56]([O-:57])(=[O:58])[CH3:59].[CH3:31][C:32]([CH3:33])([O-:34])[CH3:35].[CH3:44][c:45]1[cH:46][cH:47][cH:48][cH:49][cH:50]1.[CH:1]12[CH:2]([N:11]3[NH:12][C:13]([CH3:16])([CH3:17])[C:14]3=[O:15])[CH:3]3[CH2:4][CH:5]([CH2:6][CH:7]([CH2:8]1)[CH2:9]3)[CH2:10]2.[Na+:36].[OH2:60].[Pd+2:55]>>[CH:1]12[CH:2]([N:11]3[N:12]([c:38]4[cH:39][cH:40][cH:41][cH:42][cH:43]4)[C:13]([CH3:16])([CH3:17])[C:14]3=[O:15])[CH:3]3[CH2:4][CH:5]([CH2:6][CH:7]([CH2:8]1)[CH2:9]3)[CH2:10]2. The reactants are P(=O)(Cl)(Cl)Cl (phosphorus oxychloride), NC1=NC(=NC(=C1)O)NC1=CC=C(C#N)C=C1 (4-(4-Amino-6-hydroxypyrimidin-2-ylamino)benzonitrile), C([O-])([O-])=O.[K+].[K+] (potassium carbonate), P(=O)(Cl)(Cl)Cl (phosphorous oxychloride). The solvent is O (water). Conditions: temperature 97 celsius. Yields the product NC1=NC(=NC(=C1)Cl)NC1=CC=C(C#N)C=C1 (4-(4-amino-6-chloropyrimidin-2-ylamino)benzonitrile). As a reaction SMILES: P(Cl)(Cl)([Cl:3])=O.[NH2:6][C:7]1[CH:12]=[C:11](O)[N:10]=[C:9]([NH:14][C:15]2[CH:22]=[CH:21][C:18]([C:19]#[N:20])=[CH:17][CH:16]=2)[N:8]=1.C(=O)([O-])[O-].[K+].[K+]>O>[NH2:6][C:7]1[CH:12]=[C:11]([Cl:3])[N:10]=[C:9]([NH:14][C:15]2[CH:22]=[CH:21][C:18]([C:19]#[N:20])=[CH:17][CH:16]=2)[N:8]=1 |f:2.3.4|. Procedure: 1500 ml of phosphorus oxychloride and 300 g of 4-(4-Amino-6-hydroxypyrimidin-2-ylamino)benzonitrile at 27±3° C. were added to the reaction vessel and heated to 97±3° C.; and maintained at same temperature for 7 hrs. After completion of the reaction, ˜50% of phosphorous oxychloride was distilled off under vacuum at 83±2° C. and the reaction mixture was cooled to 30±5° C. In a clean RB flask were added 1000 g of ice and 1000 mL of water and such was slowly added the above obtained reaction mass. T... Reactants: C(C)(=O)O[BH-](OC(C)=O)OC(C)=O.[Na+] (sodium triacetoxyborohydride), N1N=CC2=CC(=CC=C12)NC1CCC(CC1)=O (4-(1H-5-Indazolylamino)-1-cyclohexanone), N1N=CC2=CC(=CC=C12)NC1CCC(CC1)=O (4-(1H-5-Indazolylamino)-1-cyclohexanone), NC(C)C(C)(C)C (2-amino-3,3-dimethylbutane), Cl.CO (Hydrochloric acid methanol). Procedure details: 4-(1H-5-Indazolylamino)-1-cyclohexanone (intermediate 3) (57 mg) and (2-amino-3,3-dimethylbutane (51 mg) were dissolved in methanol (1 ml), and sodium triacetoxyborohydride (105 mg) was added by portions to the solution at room temperature. The reaction mixture was stirred at room temperature for 18 hr. Hydrochloric acid-methanol was then added thereto, and the reaction mixture was stirred and was then concentrated. The residue was purified by HPLC [0.5% aqueous trifluoroacetic acid solution/ace... Reaction SMILES: [NH:1]1[C:9]2[C:4](=[CH:5][C:6]([NH:10][CH:11]3[CH2:16][CH2:15][C:14](=O)[CH2:13][CH2:12]3)=[CH:7][CH:8]=2)[CH:3]=[N:2]1.[NH2:18][CH:19]([C:21]([CH3:24])([CH3:23])[CH3:22])[CH3:20].C(O[BH-](OC(=O)C)OC(=O)C)(=O)C.[Na+].Cl.CO>CO>[NH:1]1[C:9]2[C:4](=[CH:5][C:6]([NH:10][CH:11]3[CH2:16][CH2:15][CH:14]([NH:18][CH:19]([CH3:20])[C:21]([CH3:24])([CH3:23])[CH3:22])[CH2:13][CH2:12]3)=[CH:7][CH:8]=2)[CH:3]=[N:2]1 |f:2.3,4.5|. Product: N1N=CC2=CC(=CC=C12)NC1CCC(CC1)NC(C(C)(C)C)C (N1-(1H-5-Indazolyl)-N4-(1,2,2-trimethylpropyl)-1,4-cyclohexanediamine). Reaction conditions: time 18 hour. Yield: 10.2%. Solvent: CO (methanol).